Dataset: the Open Reaction Database (ORD), a public repository of structured organic reaction records. Task: describe an organic reaction: reactants, conditions, products, and yield Product: O=[N+]([O-])c1ccc(Oc2ccc3c(c2)OCCC3O)cc1. Starting materials: [BH4-], CCO, O=C1CCOc2cc(Oc3ccc([N+](=O)[O-])cc3)ccc21, [Na+]. As a reaction SMILES: [BH4-:22].[CH3:24][CH2:25][OH:26].[N+:1](=[O:2])([O-:3])[c:4]1[cH:5][cH:6][c:7]([O:10][c:11]2[cH:12][cH:13][c:14]3[c:19]([cH:20]2)[O:18][CH2:17][CH2:16][C:15]3=[O:21])[cH:8][cH:9]1.[Na+:23]>>[N+:1](=[O:2])([O-:3])[c:4]1[cH:5][cH:6][c:7]([O:10][c:11]2[cH:12][cH:13][c:14]3[c:19]([cH:20]2)[O:18][CH2:17][CH2:16][CH:15]3[OH:21])[cH:8][cH:9]1. Starting materials: CCOC(=O)CC1OB(O)c2cc(Oc3cccnn3)cc(C)c21, C1CCOC1, Cl, [Li+], [OH-], O, O. The product is Cc1cc(Oc2cccnn2)cc2c1C(CC(=O)O)OB2O. Reaction SMILES: [CH2:1]([CH3:2])[O:3][C:4]([CH2:5][CH:6]1[c:7]2[c:8]([cH:12][c:13]([O:17][c:18]3[n:19][n:20][cH:21][cH:22][cH:23]3)[cH:14][c:15]2[CH3:16])[B:9]([OH:11])[O:10]1)=[O:24].[CH2:28]1[O:29][CH2:30][CH2:31][CH2:32]1.[ClH:27].[Li+:26].[OH-:25].[OH2:33].[OH2:34]>>[O:3]=[C:4]([CH2:5][CH:6]1[c:7]2[c:8]([cH:12][c:13]([O:17][c:18]3[n:19][n:20][cH:21][cH:22][cH:23]3)[cH:14][c:15]2[CH3:16])[B:9]([OH:11])[O:10]1)[OH:24]. The reactants are C(C1=CC=CC=C1)(C1=CC=CC=C1)N1CCN(CC1)CC(=O)OCC (Ethyl 2-(4-benzhydrylpiperazin-1-yl)acetate), NN (hydrazine). Run in C(C)O (ethanol). Product: C(C1=CC=CC=C1)(C1=CC=CC=C1)N1CCN(CC1)CC(=O)NN (2-(4-benzhydrylpiperazin-1-yl)acetohydrazide). Reaction SMILES: [CH:1]([N:14]1[CH2:19][CH2:18][N:17]([CH2:20][C:21]([O:23]CC)=O)[CH2:16][CH2:15]1)([C:8]1[CH:13]=[CH:12][CH:11]=[CH:10][CH:9]=1)[C:2]1[CH:7]=[CH:6][CH:5]=[CH:4][CH:3]=1.[NH2:26][NH2:27]>C(O)C>[CH:1]([N:14]1[CH2:19][CH2:18][N:17]([CH2:20][C:21]([NH:26][NH2:27])=[O:23])[CH2:16][CH2:15]1)([C:2]1[CH:3]=[CH:4][CH:5]=[CH:6][CH:7]=1)[C:8]1[CH:9]=[CH:10][CH:11]=[CH:12][CH:13]=1. Procedure: Synthesized according to General Procedure C: 6{23} (5.68 g, 17.4 mmol, 1 equiv.), anhydrous hydrazine (1.6 mL, 52.2 mmol, 3 equiv.), ethanol (35.2 mL). Purification by silica gel column chromatography (4:1 EtOAc:MeOH) afforded 1{23} (3.60 g, 64%) as a light yellow solid. 1H-NMR (500 MHz, CDCl3): δ 8.13 (br s, 1H), 7.41 (dd, 4H, J=1.5, 8.5 Hz), 7.28-7.25 (m, 4H), 7.20-7.16 (m, 2H), 4.23 (s, 1H), 3.82 (br s, 2H), 3.08 (s, 2H), 2.54 (br s, 4H), 2.40 (br s, 4H). 13C-NMR (125 MHz, CDCl3): δ 170.5, 1...